Dataset: the Open Reaction Database (ORD), a public repository of structured organic reaction records. Task: describe an organic reaction: reactants, conditions, products, and yield The reactants are C1(=CC=CC=C1)B(O)O (phenylboronic acid), BrC1=C(C(=C(C=C1)C=1N=CC(=NC1)N)F)OC (5-(4-bromo-2-fluoro-3-methoxyphenyl)pyrazin-2-amine). Product: FC=1C(=C(C=CC1C=1N=CC(=NC1)N)C1=CC=CC=C1)OC (5-(3-Fluoro-2-methoxybiphenyl-4-yl)pyrazin-2-amine). Reaction SMILES: [C:1]1(B(O)O)[CH:6]=[CH:5][CH:4]=[CH:3][CH:2]=1.Br[C:11]1[CH:16]=[CH:15][C:14]([C:17]2[N:18]=[CH:19][C:20]([NH2:23])=[N:21][CH:22]=2)=[C:13]([F:24])[C:12]=1[O:25][CH3:26]>>[F:24][C:13]1[C:12]([O:25][CH3:26])=[C:11]([C:1]2[CH:6]=[CH:5][CH:4]=[CH:3][CH:2]=2)[CH:16]=[CH:15][C:14]=1[C:17]1[N:18]=[CH:19][C:20]([NH2:23])=[N:21][CH:22]=1. Reported procedure: The title compound was prepared by a method analogous to Example 461 using phenylboronic acid and 5-(4-bromo-2-fluoro-3-methoxyphenyl)pyrazin-2-amine. MS (ESI): mass calcd. for C17H14FN3O, 295.11; m/z found, 296.1 [M+H]+. 1H NMR (500 MHz, CDCl3) δ 8.58-8.55 (m, 1H), 8.12 (d, J=1.5, 1H), 7.65 (dd, J=8.1, 7.5, 1H), 7.61-7.54 (m, 2H), 7.48-7.42 (m, 2H), 7.41-7.34 (m, 1H), 7.23 (dd, J=8.2, 1.4, 1H), 4.69 (s, 2H), 3.74 (d, J=0.9, 3H). Starting materials: ClC=1C=C(C=C(C1)Cl)N=C=S (3,5-dichlorophenyl isothiocyanate), NC(C(=O)OC)(CCC)C(C)C (methyl 2-amino-2-(1-methylethyl)-pentanoate). Solvent: O1CCCC1 (tetrahydrofuran), O1CCCC1 (tetrahydrofuran). Run at temperature 20 celsius, time 4 hour. The product is C(CC)C1(C(N(C(N1)=S)C1=CC(=CC(=C1)Cl)Cl)=O)C(C)C (5-n-Propyl-5-(1-methylethyl)-3-(3,5-dichlorophenyl)-2-thio-hydantoin). RXN SMILES: [Cl:1][C:2]1[CH:3]=[C:4]([N:9]=[C:10]=[S:11])[CH:5]=[C:6]([Cl:8])[CH:7]=1.[NH2:12][C:13]([CH:21]([CH3:23])[CH3:22])([CH2:18][CH2:19][CH3:20])[C:14](OC)=[O:15]>O1CCCC1>[CH2:18]([C:13]1([CH:21]([CH3:23])[CH3:22])[NH:12][C:10](=[S:11])[N:9]([C:4]2[CH:3]=[C:2]([Cl:1])[CH:7]=[C:6]([Cl:8])[CH:5]=2)[C:14]1=[O:15])[CH2:19][CH3:20]. Procedure: A solution of 2.0 g of 3,5-dichlorophenyl isothiocyanate in 10 ml of absolute tetrahydrofuran was added dropwise at 20° C. to a solution of 1.7 g of methyl 2-amino-2-(1-methylethyl)-pentanoate in 10 ml of absolute tetrahydrofuran and the mixture was stirred at 20° C. for a further 4 hours. Then the solvent was removed and the residue was recyrstallized from diisopropyl ether to obtain 1.6 g (46% of theory) of title compound melting at 160° C.